The task is: describe an organic reaction: reactants, conditions, products, and yield. This data is from the Open Reaction Database (ORD), a public repository of structured organic reaction records. Reactants: NC1=NC(C2=C(N1)NC=C2CCC2=CC=C(C(=O)N[C@@H](CCC(=O)O)C(=O)O)C=C2)=O (N-[4-[2-(2-amino-4,7-dihydro-4-oxo-1H-pyrrolo[2,3-d]pyrimidin-5-yl)ethyl]benzoyl]-L-glutamic acid), O (water), [OH-].[Na+] (NaOH), Cl (HCl). Solvent: CC(=O)C (acetone). Run at temperature 2 celsius, time 10 hour. Product: [Na+].[Na+].NC1=NC(C2=C(N1)NC=C2CCC2=CC=C(C(=O)N[C@@H](CCC(=O)[O-])C(=O)[O-])C=C2)=O (N-[4-[2-(2-Amino-4,7-dihydro-4-oxo-1H-pyrrolo[2,3-d]pyrimidin-5-yl)ethyl]benzoyl]-L-glutamic acid disodium salt). RXN SMILES: [NH2:1][C:2]1[NH:7][C:6]2[NH:8][CH:9]=[C:10]([CH2:11][CH2:12][C:13]3[CH:30]=[CH:29][C:16]([C:17]([NH:19][C@H:20]([C:26]([OH:28])=[O:27])[CH2:21][CH2:22][C:23]([OH:25])=[O:24])=[O:18])=[CH:15][CH:14]=3)[C:5]=2[C:4](=[O:31])[N:3]=1.O.[OH-].[Na+:34].Cl>CC(C)=O>[Na+:34].[Na+:34].[NH2:1][C:2]1[NH:7][C:6]2[NH:8][CH:9]=[C:10]([CH2:11][CH2:12][C:13]3[CH:14]=[CH:15][C:16]([C:17]([NH:19][C@H:20]([C:26]([O-:28])=[O:27])[CH2:21][CH2:22][C:23]([O-:25])=[O:24])=[O:18])=[CH:29][CH:30]=3)[C:5]=2[C:4](=[O:31])[N:3]=1 |f:2.3,6.7.8|. Procedure details: A flask was charged with crude N-[4-[2-(2-amino-4,7-dihydro-4-oxo-1H-pyrrolo[2,3-d]pyrimidin-5-yl)ethyl]benzoyl]-L-glutamic acid (4 g), water (28 ml) and NaOH (3 equivalents) at 25° C. Complete dissolution was obtained. The pH was corrected to 10.0 with HCl 1M and acetone (120 mL) was added drop wise over a period of 50 min. The obtained suspension was cooled to 2° C. in one hour, stirred at 2° C. for 10 hours and filtered. The solid was washed with acetone (30 mL) and dried at 40° C. under vacu...